From a dataset of the Open Reaction Database (ORD), a public repository of structured organic reaction records. describe an organic reaction: reactants, conditions, products, and yield Starting materials: COC(=O)c1ccc(OCC(=O)O)c(F)c1, ClCCl, F[Xe]F. Product: COC(=O)c1ccc(OCF)c(F)c1. As a reaction SMILES: [CH3:1][O:2][C:3]([c:4]1[cH:5][c:6]([F:15])[c:7]([O:10][CH2:11][C:12]([OH:13])=[O:14])[cH:8][cH:9]1)=[O:16].[Cl:20][CH2:21][Cl:22].[Xe:17]([F:18])[F:19]>>[CH3:1][O:2][C:3]([c:4]1[cH:5][c:6]([F:15])[c:7]([O:10][CH2:11][F:18])[cH:8][cH:9]1)=[O:16]. Reactants: O1C2=C(C=CC=3C[C@@H]4[C@@H]5C=C[C@@H]([C@H]1[C@@]5(C23)CCN4C)OCC4=CC=C(C=C4)C(=O)OC)OCOC (4,5α-epoxy-3-methoxymethoxy-17-methyl-6α-((4-(methyloxycarbonyl)-phenyl)-methoxy)-morphinan-7-ene). The reagents and catalysts are [Pd] (Pd/C). Solvent: CO (MeOH). Conditions: time 0.5 hour. The product is O1C2=C(C=CC=3C[C@@H]4[C@@H]5CC[C@@H]([C@H]1[C@@]5(C23)CCN4C)OCC4=CC=C(C=C4)C(=O)OC)OCOC (4,5α-Epoxy-3-methoxymethoxy-17-methyl-6α-((4-(methyloxycarbonyl)-phenyl)-methoxy)-morphinane). Reaction SMILES: [O:1]1[C@@H:13]2[C@@:14]34[CH2:16][CH2:17][N:18]([CH3:19])[C@@H:8]([C@@H:9]3[CH:10]=[CH:11][C@@H:12]2[O:20][CH2:21][C:22]2[CH:27]=[CH:26][C:25]([C:28]([O:30][CH3:31])=[O:29])=[CH:24][CH:23]=2)[CH2:7][C:6]2=[C:15]4[C:2]1=[C:3]([O:32][CH2:33][O:34][CH3:35])[CH:4]=[CH:5]2>CO.[Pd]>[O:1]1[C@@H:13]2[C@@:14]34[CH2:16][CH2:17][N:18]([CH3:19])[C@@H:8]([C@@H:9]3[CH2:10][CH2:11][C@@H:12]2[O:20][CH2:21][C:22]2[CH:23]=[CH:24][C:25]([C:28]([O:30][CH3:31])=[O:29])=[CH:26][CH:27]=2)[CH2:7][C:6]2=[C:15]4[C:2]1=[C:3]([O:32][CH2:33][O:34][CH3:35])[CH:4]=[CH:5]2. Reported procedure: A solution of 4,5α-epoxy-3-methoxymethoxy-17-methyl-6α-((4-(methyloxycarbonyl)-phenyl)-methoxy)-morphinan-7-ene (1.90 g, 3.98 mmol) in MeOH (70 ml) is mixed with 10% Pd/C (1.17 g) and agitated for 0.5 hours under 1 bar of H2 pressure. The catalyst is removed by filtering through Celite and the filtrate is evaporated down. The residue is purified by flash chromatography (silica gel; mobile phase: dichloromethane: MeOH=3:1). Yield: 1.44 g 4,5α-epoxy-3-methoxymethoxy-17-methyl-6α-((4-(methyloxycarb... Reactants: C(C)(C)(C)C=1SC2=C(N1)C=C(C(=C2)[N+](=O)[O-])N2CC(CCC2)C (2-tert-butyl-5-[3-methylpiperidin-1-yl]-6-nitrobenzothiazole). The reagents and catalysts are [Ni] (raney nickel). Run in CO (methanol). The product is NC1=CC2=C(N=C(S2)C(C)(C)C)C=C1N1CC(CCC1)C (6-amino-2-tert-butyl-5-[3-methylpiperidin-1-yl]benzothiazole). As a reaction SMILES: [C:1]([C:5]1[S:6][C:7]2[CH:13]=[C:12]([N+:14]([O-])=O)[C:11]([N:17]3[CH2:22][CH2:21][CH2:20][CH:19]([CH3:23])[CH2:18]3)=[CH:10][C:8]=2[N:9]=1)([CH3:4])([CH3:3])[CH3:2]>CO.[Ni]>[NH2:14][C:12]1[C:11]([N:17]2[CH2:22][CH2:21][CH2:20][CH:19]([CH3:23])[CH2:18]2)=[CH:10][C:8]2[N:9]=[C:5]([C:1]([CH3:4])([CH3:3])[CH3:2])[S:6][C:7]=2[CH:13]=1. Procedure details: A solution of 1.7 g of 2-tert-butyl-5-[3-methylpiperidin-1-yl]-6-nitrobenzothiazole in 50 ml of methanol is hydrogenated in presence of 0.5 g of raney nickel at room temperature. After removing the catalyst the solution is concentrated and the solid filtered to give 6-amino-2-tert-butyl-5-[3-methylpiperidin-1-yl]benzothiazole melting at 108°-112°. Starting materials: O=C([O-])[O-], Clc1nnc(Cc2ccccc2)c2ccccc12, CC1CNCCN1, [Na+], [Na+], C1COCCO1. Yields the product CC1CN(c2nnc(Cc3ccccc3)c3ccccc23)CCN1. RXN SMILES: [C:1](=[O:2])([O-:3])[O-:4].[CH2:7]([c:8]1[cH:9][cH:10][cH:11][cH:12][cH:13]1)[c:14]1[n:15][n:16][c:17]([Cl:24])[c:18]2[cH:19][cH:20][cH:21][cH:22][c:23]12.[CH3:25][CH:26]1[NH:27][CH2:28][CH2:29][NH:30][CH2:31]1.[Na+:5].[Na+:6].[O:32]1[CH2:33][CH2:34][O:35][CH2:36][CH2:37]1>>[CH2:7]([c:8]1[cH:9][cH:10][cH:11][cH:12][cH:13]1)[c:14]1[n:15][n:16][c:17]([N:30]2[CH2:29][CH2:28][NH:27][CH:26]([CH3:25])[CH2:31]2)[c:18]2[cH:19][cH:20][cH:21][cH:22][c:23]12. The reactants are C[Si](C=1SC=CN1)(C)C (2-trimethylsilylthiazole), BrC1=CC(=C(C(=O)Cl)C=C1)C (4-bromo-2-methyl-benzoic acid chloride), crude product. Solvent: C(C)(=O)OCC (ethyl acetate). Reaction conditions: temperature 80 celsius. Yields the product BrC1=CC(=C(C(=O)C=2SC=CN2)C=C1)C (2-(4-bromo-2-methyl-benzoyl)-thiazole). RXN SMILES: C[Si](C)(C)[C:3]1[S:4][CH:5]=[CH:6][N:7]=1.[Br:10][C:11]1[CH:19]=[CH:18][C:14]([C:15](Cl)=[O:16])=[C:13]([CH3:20])[CH:12]=1>C(OCC)(=O)C>[Br:10][C:11]1[CH:19]=[CH:18][C:14]([C:15]([C:3]2[S:4][CH:5]=[CH:6][N:7]=2)=[O:16])=[C:13]([CH3:20])[CH:12]=1. Procedure: 2.0 g (13 mmol) of 2-trimethylsilylthiazole and 6.1 g (26 mmol) of 4-bromo-2-methyl-benzoic acid chloride are combined while cooling with an ice bath and then are heated to 80° C. for 3 hours. The crude product is taken up in 30 ml of ethyl acetate, washed with H2O, saturated NaHCO3 solution and H2O, dried and purified by flash chromatography (silica gel; methylene chloride).